From a dataset of the Open Reaction Database (ORD), a public repository of structured organic reaction records. describe an organic reaction: reactants, conditions, products, and yield Starting materials: CO, Cc1cc2nc(NC(=O)c3ccc(C(C)(C)O)cc3)cc(Cl)n2n1, [Na+], O=C([O-])O, OB(O)c1ccc2c(c1)OCCO2. Product: Cc1cc2nc(NC(=O)c3ccc(C(C)(C)O)cc3)cc(-c3ccc4c(c3)OCCO4)n2n1. Reaction SMILES: [CH3:43][OH:44].[Cl:1][c:2]1[cH:3][c:4]([NH:12][C:13]([c:14]2[cH:15][cH:16][c:17]([C:20]([CH3:21])([CH3:22])[OH:23])[cH:18][cH:19]2)=[O:24])[n:5][c:6]2[n:7]1[n:8][c:9]([CH3:11])[cH:10]2.[Na+:42].[O-:38][C:39]([OH:40])=[O:41].[O:25]1[c:26]2[c:27]([cH:31][c:32]([B:35]([OH:36])[OH:37])[cH:33][cH:34]2)[O:28][CH2:29][CH2:30]1>>[c:2]1(-[c:32]2[cH:31][c:27]3[c:26]([cH:34][cH:33]2)[O:25][CH2:30][CH2:29][O:28]3)[cH:3][c:4]([NH:12][C:13]([c:14]2[cH:15][cH:16][c:17]([C:20]([CH3:21])([CH3:22])[OH:23])[cH:18][cH:19]2)=[O:24])[n:5][c:6]2[n:7]1[n:8][c:9]([CH3:11])[cH:10]2. The product is CN1CCN(CC1)CC=1N2C(SC1)=NC(=C2)C2=C(C=CC=C2)[N+](=O)[O-] (3-(4-Methyl-piperazin-1-ylmethyl)-6-(2-nitro-phenyl)-imidazo[2,1-b]thiazole). Starting materials: ClCC=1N2C(SC1)=NC(=C2)C2=C(C=CC=C2)[N+](=O)[O-] (3-Chloromethyl-6-(2-nitro-phenyl)-imidazo[2,1-b]thiazole), CN1CCNCC1 (1-methyl-piperazine). As a reaction SMILES: Cl[CH2:2][C:3]1[N:4]2[CH:10]=[C:9]([C:11]3[CH:16]=[CH:15][CH:14]=[CH:13][C:12]=3[N+:17]([O-:19])=[O:18])[N:8]=[C:5]2[S:6][CH:7]=1.[CH3:20][N:21]1[CH2:26][CH2:25][NH:24][CH2:23][CH2:22]1>>[CH3:20][N:21]1[CH2:26][CH2:25][N:24]([CH2:2][C:3]2[N:4]3[CH:10]=[C:9]([C:11]4[CH:16]=[CH:15][CH:14]=[CH:13][C:12]=4[N+:17]([O-:19])=[O:18])[N:8]=[C:5]3[S:6][CH:7]=2)[CH2:23][CH2:22]1. Reported procedure: Displacement: 3-Chloromethyl-6-(2-nitro-phenyl)-imidazo[2,1-b]thiazole (126 mg, 0.300 mmol) in 2 ml of 1-methyl-piperazine was microwave heated at 110° C. for 30 minutes. The reaction mixture was concentrated to dryness, and chased with methanol to obtain crude 3-(4-Methyl-piperazin-1-ylmethyl)-6-(2-nitro-phenyl)-imidazo[2,1-b]thiazole. Run at temperature 110 celsius. Reactants: CC(C)(C)N(C(=O)[O-])c1sc(-c2cccnc2)cc1C#N, Cl, C1COCCO1. Yields the product N#Cc1cc(-c2cccnc2)sc1N. RXN SMILES: [C:1]([N:5]([C:2](=[O:3])[O-:4])[c:9]1[s:10][c:11](-[c:16]2[cH:17][n:18][cH:19][cH:20][cH:21]2)[cH:12][c:13]1[C:14]#[N:15])([CH3:6])([CH3:7])[CH3:8].[ClH:28].[O:22]1[CH2:23][CH2:24][O:25][CH2:26][CH2:27]1>>[NH2:5][c:9]1[s:10][c:11](-[c:16]2[cH:17][n:18][cH:19][cH:20][cH:21]2)[cH:12][c:13]1[C:14]#[N:15]. Conditions: time 30 minute. Run in C(C)O (ethanol), C1CCOC1 (THF). Reactants: [OH-].[Na+] (sodium hydroxide), C(C)OC(COC1=C(C=C(C=C1)SC1=CC(=CC(=C1)C#CCN1CCOCC1)OCC1CCCC1)C)=O ({4-[3-Cyclopentylmethoxy-5-(3-morpholin-4-yl-prop-1-ynyl)-phenylsulfanyl]-2-methyl-phenoxy}-acetic acid ethyl ester), Cl (hydrochloric acid). As a reaction SMILES: C([O:3][C:4](=[O:37])[CH2:5][O:6][C:7]1[CH:12]=[CH:11][C:10]([S:13][C:14]2[CH:19]=[C:18]([C:20]#[C:21][CH2:22][N:23]3[CH2:28][CH2:27][O:26][CH2:25][CH2:24]3)[CH:17]=[C:16]([O:29][CH2:30][CH:31]3[CH2:35][CH2:34][CH2:33][CH2:32]3)[CH:15]=2)=[CH:9][C:8]=1[CH3:36])C.[OH-].[Na+].Cl>C1COCC1.C(O)C>[CH:31]1([CH2:30][O:29][C:16]2[CH:15]=[C:14]([S:13][C:10]3[CH:11]=[CH:12][C:7]([O:6][CH2:5][C:4]([OH:37])=[O:3])=[C:8]([CH3:36])[CH:9]=3)[CH:19]=[C:18]([C:20]#[C:21][CH2:22][N:23]3[CH2:24][CH2:25][O:26][CH2:27][CH2:28]3)[CH:17]=2)[CH2:35][CH2:34][CH2:33][CH2:32]1 |f:1.2|. Product: C1(CCCC1)COC=1C=C(C=C(C1)C#CCN1CCOCC1)SC1=CC(=C(OCC(=O)O)C=C1)C ({4-[3-Cyclopentylmethoxy-5-(3-morpholin-4-yl-prop-1-ynyl)-phenylsulfanyl]-2-methyl-phenoxy}-acetic Acid). Reported procedure: {4-[3-Cyclopentylmethoxy-5-(3-morpholin-4-yl-prop-1-ynyl)-phenylsulfanyl]-2-methyl-phenoxy}-acetic acid ethyl ester (80 mg; 0.15 mmol) was dissolved in THF (2 mL) and ethanol (4 mL), and aqueous 1 N sodium hydroxide (3 mL) was added. The reaction mixture was stirred for 30 min. acidified with 1 N aqueous hydrochloric acid and extracted with ethyl acetate. The organic phase was dried and evaporated to dryness. Yield: 43 mg (57%). HPLC-MS: m/z: 495.8 (M)+; Rt: 1.92 min. Starting materials: CCCCOC(C)=O, COC(=O)c1ccc2c(c1)c(Cc1ccc(C(=O)NS(=O)(=O)c3ccccc3C)cc1OC)cn2C, Cl, [Na+], C1CCOC1, [OH-], O. Product: COc1cc(C(=O)NS(=O)(=O)c2ccccc2C)ccc1Cc1cn(C)c2ccc(C(=O)O)cc12. Reaction SMILES: [C:41]([O:42][CH2:43][CH2:44][CH2:45][CH3:46])(=[O:47])[CH3:48].[CH3:1][O:2][C:3](=[O:4])[c:5]1[cH:6][c:7]2[c:8]([CH2:15][c:16]3[c:17]([O:35][CH3:36])[cH:18][c:19]([C:20](=[O:21])[NH:22][S:23](=[O:24])(=[O:25])[c:26]4[c:27]([CH3:32])[cH:28][cH:29][cH:30][cH:31]4)[cH:33][cH:34]3)[cH:9][n:10]([CH3:14])[c:11]2[cH:12][cH:13]1.[ClH:40].[Na+:38].[O:49]1[CH2:50][CH2:51][CH2:52][CH2:53]1.[OH-:37].[OH2:39]>>[O:2]=[C:3]([OH:4])[c:5]1[cH:6][c:7]2[c:8]([CH2:15][c:16]3[c:17]([O:35][CH3:36])[cH:18][c:19]([C:20](=[O:21])[NH:22][S:23](=[O:24])(=[O:25])[c:26]4[c:27]([CH3:32])[cH:28][cH:29][cH:30][cH:31]4)[cH:33][cH:34]3)[cH:9][n:10]([CH3:14])[c:11]2[cH:12][cH:13]1. Starting materials: CC(C)OC(=O)C1=C(C2=C(N(C3=CC=C(C=C23)OCC2=CC=CC=C2)CC(CCCCN(CCC2=CC=CC=C2)C)=O)C=N1)COC (6-benzyloxy-4-methoxymethyl-9-{6-[N-methyl-N-(2-phenylethyl)-amino]-2-oxohexyl}-9H-pyrido[3,4-b]indole-3-carboxylic acid-(1-methylethyl)-ester), [OH-].[Na+] (sodium hydroxide), Cl (hydrochloric acid). Solvent: CO (methanol). Product: C(C1=CC=CC=C1)OC=1C=C2C3=C(N(C2=CC1)CC(CCCCN(CCC1=CC=CC=C1)C)=O)C=NC(=C3COC)C(=O)O (6-benzyloxy-4-methoxymethyl-9-{6-[N-methyl-N-(2-phenylethyl)-amino]-2-oxohexyl}-9H-pyrido-[3,4-b]-indole-3-carboxylic acid). Isolated yield 64.9%. As a reaction SMILES: CC([O:4][C:5]([C:7]1[N:44]=[CH:43][C:10]2[N:11]([CH2:26][C:27](=[O:42])[CH2:28][CH2:29][CH2:30][CH2:31][N:32]([CH3:41])[CH2:33][CH2:34][C:35]3[CH:40]=[CH:39][CH:38]=[CH:37][CH:36]=3)[C:12]3[C:17]([C:9]=2[C:8]=1[CH2:45][O:46][CH3:47])=[CH:16][C:15]([O:18][CH2:19][C:20]1[CH:25]=[CH:24][CH:23]=[CH:22][CH:21]=1)=[CH:14][CH:13]=3)=[O:6])C.[OH-].[Na+].Cl>CO>[CH2:19]([O:18][C:15]1[CH:16]=[C:17]2[C:12](=[CH:13][CH:14]=1)[N:11]([CH2:26][C:27](=[O:42])[CH2:28][CH2:29][CH2:30][CH2:31][N:32]([CH3:41])[CH2:33][CH2:34][C:35]1[CH:40]=[CH:39][CH:38]=[CH:37][CH:36]=1)[C:10]1[CH:43]=[N:44][C:7]([C:5]([OH:6])=[O:4])=[C:8]([CH2:45][O:46][CH3:47])[C:9]2=1)[C:20]1[CH:21]=[CH:22][CH:23]=[CH:24][CH:25]=1 |f:1.2|. Reported procedure: 350 mg of 6-benzyloxy-4-methoxymethyl-9-{6-[N-methyl-N-(2-phenylethyl)-amino]-2-oxohexyl}-9H-pyrido[3,4-b]indole-3-carboxylic acid-(1-methylethyl)-ester (0.55 mmol) is mixed in 10 ml of methanol with 1 ml of 2N aqueous sodium hydroxide solution and held at 40° C. until the reaction is completed. Then, the reaction mixture is acidified with dilute hydrochloric acid, and the precipitated product is suctioned off. It is washed with water and then with diethyl ether, dried in a vacuum, and 212 mg of... The reactants are Clc1c(Br)cnc2[nH]ccc12, CC(C)=O, O=C1CCC(=O)N1I, [Na+], [Na+], O, O=S([O-])([O-])=S. The product is Clc1c(Br)cnc2[nH]cc(I)c12. RXN SMILES: [Br:1][c:2]1[c:3]([Cl:11])[c:4]2[c:5]([n:6][cH:7]1)[nH:8][cH:9][cH:10]2.[CH3:20][C:21](=[O:22])[CH3:23].[I:12][N:13]1[C:14](=[O:15])[CH2:16][CH2:17][C:18]1=[O:19].[Na+:30].[Na+:31].[OH2:24].[S:25]([O-:26])([O-:27])(=[O:28])=[S:29]>>[Br:1][c:2]1[c:3]([Cl:11])[c:4]2[c:5]([n:6][cH:7]1)[nH:8][cH:9][c:10]2[I:12]. The reactants are CCCCCCCCCC(=O)Cl, CC1NC(=O)OC1=O, CN1CCOCC1, CCOC(C)=O. Yields the product CCCCCCCCCC(=O)N1C(=O)OC(=O)C1C. RXN SMILES: [C:9]([CH2:10][CH2:11][CH2:12][CH2:13][CH2:14][CH2:15][CH2:16][CH2:17][CH3:18])(=[O:19])[Cl:20].[CH3:1][CH:2]1[NH:3][C:4](=[O:8])[O:5][C:6]1=[O:7].[CH3:21][N:22]1[CH2:23][CH2:24][O:25][CH2:26][CH2:27]1.[CH3:28][CH2:29][O:30][C:31](=[O:32])[CH3:33]>>[CH3:1][CH:2]1[N:3]([C:9]([CH2:10][CH2:11][CH2:12][CH2:13][CH2:14][CH2:15][CH2:16][CH2:17][CH3:18])=[O:19])[C:4](=[O:8])[O:5][C:6]1=[O:7].